Dataset: the Open Reaction Database (ORD), a public repository of structured organic reaction records. Task: describe an organic reaction: reactants, conditions, products, and yield Reactants: B, C1CCOC1, CS(=O)(=O)c1ccc(C(=O)O)s1. Reaction SMILES: [BH3:13].[CH2:14]1[O:15][CH2:16][CH2:17][CH2:18]1.[CH3:1][S:2](=[O:3])(=[O:4])[c:5]1[cH:6][cH:7][c:8]([C:10](=[O:11])[OH:12])[s:9]1>>[CH3:1][S:2](=[O:3])(=[O:4])[c:5]1[cH:6][cH:7][c:8]([CH2:10][OH:11])[s:9]1. Product: CS(=O)(=O)c1ccc(CO)s1. The reactants are Cl (hydrochloric acid), [H][H] (hydrogen), C1(=CC=CC=C1)C(N1CC(C1)CS(=O)(=O)C1=C(C=CC=C1)F)C1=CC=CC=C1 (1-(Diphenylmethyl)-3-{[(2-fluorophenyl)sulfonyl]methyl}azetidine). The reagents and catalysts are [OH-].[OH-].[Pd+2] (Palladium hydroxide on carbon). Solvent: O (water), C(C)O (ethanol). Product: Cl.FC1=C(C=CC=C1)S(=O)(=O)CC1CNC1 (3-{[(2-Fluorophenyl)sulfonyl]methyl}azetidine hydrochloride). Isolated yield 91.0%. Reaction SMILES: C1(C(C2C=CC=CC=2)[N:8]2[CH2:11][CH:10]([CH2:12][S:13]([C:16]3[CH:21]=[CH:20][CH:19]=[CH:18][C:17]=3[F:22])(=[O:15])=[O:14])[CH2:9]2)C=CC=CC=1.[H][H].[ClH:31]>C(O)C.O.[OH-].[OH-].[Pd+2]>[ClH:31].[F:22][C:17]1[CH:18]=[CH:19][CH:20]=[CH:21][C:16]=1[S:13]([CH2:12][CH:10]1[CH2:11][NH:8][CH2:9]1)(=[O:14])=[O:15] |f:5.6.7,8.9|. Reported procedure: 1-(Diphenylmethyl)-3-{[(2-fluorophenyl)sulfonyl]methyl}azetidine (1.33 g, 3.37 mmol) was dissolved in ethanol (80 mL). The solution was diluted with 2M hydrochloric acid (1.8 mL) and water (20 mL). 20% Palladium hydroxide on carbon (0.63 g) was added and the mixture shaken on a Parr apparatus under 50 psi of hydrogen for 3.5 h. The catalyst was removed by filtration and the filtrate concentrated to a small volume. The solid present was redissolved by adding ethanol and the solution filtered. The... The reactants are CCCc1nc2c(CC)cc(-c3nc4ccccc4n3C)cc2n1Cc1ccc(-c2ccccc2C(=O)OC(C)(C)C)cc1, ClCCl, O=C(O)C(F)(F)F. Product: CCCc1nc2c(CC)cc(-c3nc4ccccc4n3C)cc2n1Cc1ccc(-c2ccccc2C(=O)O)cc1. As a reaction SMILES: [CH2:1]([CH2:2][CH3:3])[c:4]1[n:5][c:6]2[c:7]([n:8]1[CH2:9][c:10]1[cH:11][cH:12][c:13](-[c:16]3[c:17]([C:22](=[O:23])[O:24][C:25]([CH3:26])([CH3:27])[CH3:28])[cH:18][cH:19][cH:20][cH:21]3)[cH:14][cH:15]1)[cH:29][c:30](-[c:35]1[n:36][c:37]3[c:38]([n:39]1[CH3:40])[cH:41][cH:42][cH:43][cH:44]3)[cH:31][c:32]2[CH2:33][CH3:34].[CH2:52]([Cl:53])[Cl:54].[OH:45][C:46]([C:47]([F:48])([F:49])[F:50])=[O:51]>>[CH2:1]([CH2:2][CH3:3])[c:4]1[n:5][c:6]2[c:7]([n:8]1[CH2:9][c:10]1[cH:11][cH:12][c:13](-[c:16]3[c:17]([C:22](=[O:23])[OH:24])[cH:18][cH:19][cH:20][cH:21]3)[cH:14][cH:15]1)[cH:29][c:30](-[c:35]1[n:36][c:37]3[c:38]([n:39]1[CH3:40])[cH:41][cH:42][cH:43][cH:44]3)[cH:31][c:32]2[CH2:33][CH3:34]. RXN SMILES: [CH3:1][C:2]1[C:3]2[C:8](C=[C:10]3[C:15]=1[CH:14]=[CH:13][CH:12]=[CH:11]3)=[CH:7][CH:6]=[CH:5][CH:4]=2.C=O.[ClH:18].[C:19](O)(=O)[CH3:20]>>[Cl:18][CH2:1][C:2]1[C:3]2[C:8]([C:19]([CH3:20])=[C:10]3[C:15]=1[CH:14]=[CH:13][CH:12]=[CH:11]3)=[CH:7][CH:6]=[CH:5][CH:4]=2. Yields the product ClCC=1C2=CC=CC=C2C(=C2C=CC=CC12)C (9-(chloromethyl)-10-methylanthracene). Reactants: CC=1C2=CC=CC=C2C=C2C=CC=CC12 (9-methyl anthracene), C=O (formalin), Cl (HCl), C(C)(=O)O (acetic acid). Procedure: 9-methyl anthracene was reacted with formalin and HCl in glacial acetic acid to produce the starting material 9-(chloromethyl)-10-methylanthracene (0.44 gms). The 9-(chloromethyl-10-methyl anthracene (0.44 gms.) was dissolved in 10 mls of dioxane with heating to 70° C. Stannous chloride dihydrate (0.412 gms) was added and the mixture was reacted with stirring at 70° C. for 40 minutes under nitrogen gas. The reaction was then cooled and the solution quenched with methanol. The solution was filter... Reactants: C1=CC=C(C=C1)COC(=O)Cl (Cbz-Cl), [Si](C)(C)(C(C)(C)C)OC[C@@H]1C[C@@H]([C@@H](NC1)C1=CC=CC=C1)C(=O)OC ((2R*,3S*,5R*)-5-(tert-butyldimethylsilyloxy)methyl-3-methoxycarbonyl-2-phenylpiperidine), C(=O)(O)[O-].[Na+] (NaHCO3), C1CCOC1 (THF). The solvent is O (H2O). The product is C(C1=CC=CC=C1)OC(=O)N1[C@H]([C@H](C[C@H](C1)CO[Si](C)(C)C(C)(C)C)C(=O)OC)C1=CC=CC=C1 ((2R*,3S*,5R*)-1-Benzyloxycarbonyl-5-(tert-butyldimethylsilyloxy)methyl-3-methoxycarbonyl-2-phenylpiperidine). Isolated yield 102.3%. Reaction SMILES: [Si:1]([O:8][CH2:9][C@H:10]1[CH2:15][NH:14][C@@H:13]([C:16]2[CH:21]=[CH:20][CH:19]=[CH:18][CH:17]=2)[C@@H:12]([C:22]([O:24][CH3:25])=[O:23])[CH2:11]1)([C:4]([CH3:7])([CH3:6])[CH3:5])([CH3:3])[CH3:2].C([O-])(O)=O.[Na+].C1COCC1.[CH:36]1[CH:41]=[CH:40][C:39]([CH2:42][O:43][C:44](Cl)=[O:45])=[CH:38][CH:37]=1>O>[CH2:42]([O:43][C:44]([N:14]1[CH2:15][C@H:10]([CH2:9][O:8][Si:1]([C:4]([CH3:7])([CH3:6])[CH3:5])([CH3:2])[CH3:3])[CH2:11][C@H:12]([C:22]([O:24][CH3:25])=[O:23])[C@@H:13]1[C:16]1[CH:17]=[CH:18][CH:19]=[CH:20][CH:21]=1)=[O:45])[C:39]1[CH:40]=[CH:41][CH:36]=[CH:37][CH:38]=1 |f:1.2|. Procedure: To a stirred and ice-cooled mixture of (2R*,3S*,5R*)-5-(tert-butyldimethylsilyloxy)methyl-3-methoxycarbonyl-2-phenylpiperidine (4.86 g, 13.4 mmol), NaHCO3 (1.68 g, 20.1 mmol), THF (5.0 ml), and H2O (30.0 ml) was added Cbz-Cl (2.51 g, 14.7 mmol), and the mixture was stirred with ice-cooling for 30 minutes. The mixture was extracted with AcOEt (40.0 ml×3). The combined AcOEt extracts were washed with sat. NaCl aq. solution (×1), dried (MgSO4), and concentrated in vacuo to give a viscous pale yello...